Dataset: the Open Reaction Database (ORD), a public repository of structured organic reaction records. Task: describe an organic reaction: reactants, conditions, products, and yield Reactants: BrC=1C(=NC=CC1)OC1CCC(CC1)C1=NC2=C(N1)C=CC=C2 (2-[4-(3-bromo-pyridin-2-yloxy)-cyclohexyl]-1H-benzoimidazole), CC1(OB(OC1(C)C)C=1CCOCC1)C (4-(4,4,5,5-Tetramethyl-[1,3,2]dioxaborolan-2-yl)-3,6-dihydro-2H-pyran), C(=O)([O-])[O-].[Na+].[Na+] (Na2CO3), O1CCOCC1 (dioxane). Reagents/catalysts: C1=CC=C(C=C1)P([C-]2C=CC=C2)C3=CC=CC=C3.C1=CC=C(C=C1)P([C-]2C=CC=C2)C3=CC=CC=C3.Cl[Pd]Cl.[Fe+2] (Pd(dppf)Cl2). Run in O (H2O). Conditions: temperature 90 celsius. Product: O1CCC(=CC1)C=1C(=NC=CC1)OC1CCC(CC1)C1=NC2=C(N1)C=CC=C2 (2-{4-[3-(3,6-dihydro-2H-pyran-4-yl)-pyridin-2-yloxy]-cyclohexyl}-1H-benzoimidazole). Isolated yield 66.8%. RXN SMILES: Br[C:2]1[C:3]([O:8][CH:9]2[CH2:14][CH2:13][CH:12]([C:15]3[NH:19][C:18]4[CH:20]=[CH:21][CH:22]=[CH:23][C:17]=4[N:16]=3)[CH2:11][CH2:10]2)=[N:4][CH:5]=[CH:6][CH:7]=1.CC1(C)C(C)(C)OB([C:32]2[CH2:33][CH2:34][O:35][CH2:36][CH:37]=2)O1.C([O-])([O-])=O.[Na+].[Na+].O1CCOCC1>C1C=CC(P(C2C=CC=CC=2)[C-]2C=CC=C2)=CC=1.C1C=CC(P(C2C=CC=CC=2)[C-]2C=CC=C2)=CC=1.Cl[Pd]Cl.[Fe+2].O>[O:35]1[CH2:34][CH:33]=[C:32]([C:2]2[C:3]([O:8][CH:9]3[CH2:10][CH2:11][CH:12]([C:15]4[NH:19][C:18]5[CH:20]=[CH:21][CH:22]=[CH:23][C:17]=5[N:16]=4)[CH2:13][CH2:14]3)=[N:4][CH:5]=[CH:6][CH:7]=2)[CH2:37][CH2:36]1 |f:2.3.4,6.7.8.9|. Procedure: The mixture of 2-[4-(3-bromo-pyridin-2-yloxy)-cyclohexyl]-1H-benzoimidazole (0.15 g, 0.40 mmol), 4-(4,4,5,5-Tetramethyl-[1,3,2]dioxaborolan-2-yl)-3,6-dihydro-2H-pyran (0.09, 0.40 mmol), Pd(dppf)Cl2, Na2CO3, dioxane and H2O was heated at 90° C. for 10 h under N2 atmosphere. Then the mixture was concentrated and the obtained residue was purified by silica gel chromatography (DCM:MeOH=10:1) to give 2-{4-[3-(3,6-dihydro-2H-pyran-4-yl)-pyridin-2-yloxy]-cyclohexyl}-1H-benzoimidazole (0.10 g, 0.267 mmo... Reaction SMILES: [CH3:1][O:2][C:3]([c:4]1[cH:5][c:6]([C:10]#[C:11][c:12]2[cH:13][nH:14][c:15]3[n:16][cH:17][c:18](-[c:21]4[cH:22][c:23]([O:29][CH3:30])[c:24]([O:27][CH3:28])[cH:25][cH:26]4)[cH:19][c:20]23)[cH:7][cH:8][cH:9]1)=[O:31].[CH3:32][OH:33].[Na+:35].[OH-:34].[OH2:36]>>[O:2]=[C:3]([c:4]1[cH:5][c:6]([C:10]#[C:11][c:12]2[cH:13][nH:14][c:15]3[n:16][cH:17][c:18](-[c:21]4[cH:22][c:23]([O:29][CH3:30])[c:24]([O:27][CH3:28])[cH:25][cH:26]4)[cH:19][c:20]23)[cH:7][cH:8][cH:9]1)[OH:31]. The product is COc1ccc(-c2cnc3[nH]cc(C#Cc4cccc(C(=O)O)c4)c3c2)cc1OC. Reactants: COC(=O)c1cccc(C#Cc2c[nH]c3ncc(-c4ccc(OC)c(OC)c4)cc23)c1, CO, [Na+], [OH-], O. The reactants are [Li]CCCC (n-BuLi), solution, [Li]CCCC (BuLi), ClC(=O)OCC (ethyl chloroformate), Cl (HCl), O1C=C(C=C1)C=O (3-furaldehyde), CNCCN(C)C (N,N'-trimethylethylene diamine). Solvent: hexanes, hexanes, O1CCCC1 (tetrahydrofuran), O1CCCC1 (tetrahydrofuran). Run at time 15 minute. Yields the product C(=O)(OCC)C=1OC=CC1C=O (2-Carboethoxy-3-furaldehyde). RXN SMILES: CNCCN(C)C.[Li]CCCC.[O:13]1[CH:17]=[CH:16][C:15]([CH:18]=[O:19])=[CH:14]1.Cl[C:21]([O:23][CH2:24][CH3:25])=[O:22].Cl>O1CCCC1>[C:21]([C:14]1[O:13][CH:17]=[CH:16][C:15]=1[CH:18]=[O:19])([O:23][CH2:24][CH3:25])=[O:22]. Reported procedure: To a suspension of 7.02 g (68.7 mmol) of N,N'-trimethylethylene diamine in 100 ml of anhydrous tetrahydrofuran (chilled to -78° C.) was added 44.6 ml (71.4 mmol) of 1.6 M n-BuLi in hexanes. A dark yellow solution was formed. The solution was stirred at -78 C under a blanket of argon for 15 minutes. To the solution was added 6.24 g (64.9 mmol) of distilled 3-furaldehyde and the solution was stirred at -78° C. for 20 minutes. To this solution was added 55.0 ml (71.4 mmol) of 1.3M solution of BuLi ... Reactants: C(C)C1=C(C(=CC(=C1)OC)CC)C(O)C=1NC=CN1 (rac-(2,6-diethyl-4-methoxy-phenyl)-(1H-imidazol-2-yl)-methanol), C(C)[SiH](CC)CC (triethylsilane), FC(C(=O)O)(F)F (trifluoroacetic acid). The product is C(C)C1=C(CC=2NC=CN2)C(=CC(=C1)OC)CC (2-(2,6-Diethyl-4-methoxy-benzyl)-1H-imidazole). As a reaction SMILES: [CH2:1]([C:3]1[CH:8]=[C:7]([O:9][CH3:10])[CH:6]=[C:5]([CH2:11][CH3:12])[C:4]=1[CH:13]([C:15]1[NH:16][CH:17]=[CH:18][N:19]=1)O)[CH3:2].C([SiH](CC)CC)C.FC(F)(F)C(O)=O>>[CH2:1]([C:3]1[CH:8]=[C:7]([O:9][CH3:10])[CH:6]=[C:5]([CH2:11][CH3:12])[C:4]=1[CH2:13][C:15]1[NH:19][CH:18]=[CH:17][N:16]=1)[CH3:2]. Reported procedure: 2-(2,6-Diethyl-4-methoxy-benzyl)-1H-imidazole was prepared from rac-(2,6-diethyl-4-methoxy-phenyl)-(1H-imidazol-2-yl)-methanol, triethylsilane and trifluoroacetic acid in analogy to Example 191e): white crystals; MS (ISP): 245.4 ([M+H]+, 100%). Reactants: CC(C)(C)N1CC(C(=O)O)C(c2ccc(Cl)cc2)C1, CC1(C)CCC(N(C(=O)C(C)(C)CF)C2CCNC2)CC1. Product: CC1(C)CCC(N(C(=O)C(C)(C)CF)C2CCN(C(=O)C3CN(C(C)(C)C)CC3c3ccc(Cl)cc3)C2)CC1. Reaction SMILES: [C:22]([CH3:23])([CH3:24])([CH3:25])[N:26]1[CH2:27][CH:28]([C:38](=[O:39])[OH:40])[CH:29]([c:31]2[cH:32][cH:33][c:34]([Cl:37])[cH:35][cH:36]2)[CH2:30]1.[CH3:1][C:2]1([CH3:21])[CH2:3][CH2:4][CH:5]([N:8]([C:9]([C:10]([CH2:11][F:12])([CH3:13])[CH3:14])=[O:15])[CH:16]2[CH2:17][NH:18][CH2:19][CH2:20]2)[CH2:6][CH2:7]1>>[CH3:1][C:2]1([CH3:21])[CH2:3][CH2:4][CH:5]([N:8]([C:9]([C:10]([CH2:11][F:12])([CH3:13])[CH3:14])=[O:15])[CH:16]2[CH2:17][N:18]([C:38]([CH:28]3[CH2:27][N:26]([C:22]([CH3:23])([CH3:24])[CH3:25])[CH2:30][CH:29]3[c:31]3[cH:32][cH:33][c:34]([Cl:37])[cH:35][cH:36]3)=[O:39])[CH2:19][CH2:20]2)[CH2:6][CH2:7]1. Starting materials: CC#N, COc1cc(C=O)cc(Cl)c1OS(=O)(=O)C(F)(F)F, CC(=O)[O-], CC(=O)[O-], [Pd+2]. The product is COc1cc(Cl)cc(C=O)c1. RXN SMILES: [CH3:29][C:30]#[N:31].[Cl:1][c:2]1[cH:3][c:4]([CH:5]=[O:6])[cH:7][c:8]([O:18][CH3:19])[c:9]1[O:10][S:11]([C:12]([F:13])([F:14])[F:15])(=[O:16])=[O:17].[O-:21][C:22]([CH3:23])=[O:24].[O-:25][C:26]([CH3:27])=[O:28].[Pd+2:20]>>[Cl:1][c:2]1[cH:3][c:4]([CH:5]=[O:6])[cH:7][c:8]([O:18][CH3:19])[cH:9]1.